Dataset: the Open Reaction Database (ORD), a public repository of structured organic reaction records. Task: describe an organic reaction: reactants, conditions, products, and yield The product is ClC=1C(=NC2=CC=CC=C2N1)C(=O)NC1=CC=C(C(=O)OC(C)(C)C)C=C1 (tert-butyl 4-[(3-chloroquinoxaline-2-carbonyl)amino]benzoate). The reactants are O (water), ClC=1C(=NC2=CC=CC=C2N1)C(=O)Cl (3-chloroquinoxaline-2-carbonyl chloride), NC1=CC=C(C(=O)OC(C)(C)C)C=C1 (tert-butyl 4-aminobenzoate), N1=CC=CC=C1 (pyridine). Solvent: ClCCl (dichloromethane), ClCCl (dichloromethane). As a reaction SMILES: [Cl:1][C:2]1[C:3]([C:12](Cl)=[O:13])=[N:4][C:5]2[C:10]([N:11]=1)=[CH:9][CH:8]=[CH:7][CH:6]=2.[NH2:15][C:16]1[CH:28]=[CH:27][C:19]([C:20]([O:22][C:23]([CH3:26])([CH3:25])[CH3:24])=[O:21])=[CH:18][CH:17]=1.N1C=CC=CC=1.O>ClCCl>[Cl:1][C:2]1[C:3]([C:12]([NH:15][C:16]2[CH:28]=[CH:27][C:19]([C:20]([O:22][C:23]([CH3:24])([CH3:25])[CH3:26])=[O:21])=[CH:18][CH:17]=2)=[O:13])=[N:4][C:5]2[C:10]([N:11]=1)=[CH:9][CH:8]=[CH:7][CH:6]=2. Yield: 79.3%. Reported procedure: A solution of 3-chloroquinoxaline-2-carbonyl chloride (1.0 g, 4.40 mmol) in dichloromethane (9.2 mL) was added dropwise to a mixture of tert-butyl 4-aminobenzoate (851.0 mg, 4.40 mmol), pyridine (1.07 mL, 13.21 mmol) and dichloromethane (13.8 mL) at 0° C. The reaction was stirred and allowed to warm up to room temperature over 40 minutes. To the reaction, water (10 mL) was added. The two layers were separated. The organic layer was washed with water (2×10 mL), dried over Na2SO4, filtered and the... Starting materials: C(C(C)C)(=O)N (Isobutyramide), C=C1CC(=O)O1 (Diketene). The product is C(CC(=O)C)(=O)NC(C(C)C)=O (N-acetoacetylisobutyramide). Isolated yield 38.7%. RXN SMILES: [C:1]([NH2:6])(=[O:5])[CH:2]([CH3:4])[CH3:3].[CH2:7]=[C:8]1[O:12][C:10](=[O:11])[CH2:9]1>>[C:10]([NH:6][C:1](=[O:5])[CH:2]([CH3:4])[CH3:3])(=[O:11])[CH2:9][C:8]([CH3:7])=[O:12]. Reported procedure: A 250 ml, three-necked, round bottom flask, was equipped with a condenser, drying tube, mechanical stirrer, gas inlet tube, thermometer and heating mantle. Toluene (100 ml) was introduced and hydrogen chloride gas was bubbled through the solvent until the solution was saturated. Isobutyramide (8.70 g, 0.10 mole) was added and the mixture was heated to 92°. Diketene (8.40 g, 0.10 mole) was added over a 6 minute period and after heating for 15 minutes, a 38.7% yield of N-acetoacetylisobutyramide w...